Task: describe an organic reaction: reactants, conditions, products, and yield. Dataset: the Open Reaction Database (ORD), a public repository of structured organic reaction records The reactants are OS(=O)(=O)O (H2SO4), 50, CC(C)C1=CC=C(C=C1)C(=O)NCCOC2=CC=C(C=C2)C(=O)O (NS-1), C(CC(O)(C(=O)[O-])CC(=O)[O-])(=O)[O-].P(=O)([O-])([O-])[O-] (citrate phosphate), OO (H2O2), C1(=C(C=CC=C1)N)N (o-phenyl-enediamine), CO (methanol). Reaction conditions: time 1 hour. The product is 105, CC(C)CCCC(C)CCCC(C)CCCC(C)C (pristane). Reaction SMILES: [C:1]1(N)[CH:6]=[CH:5]C=CC=1N.[C:9]([O-])(=O)[CH2:10][C:11]([CH2:16][C:17]([O-])=O)([C:13]([O-])=O)O.P([O-])([O-])([O-])=O.OO.OS(O)(=O)=O.[CH3:34][CH:35]([C:37]1C=[CH:41][C:40]([C:43](NCCOC2C=CC(C(O)=O)=CC=2)=O)=[CH:39][CH:38]=1)[CH3:36].[CH3:58]O>>[CH3:58][CH:6]([CH2:5][CH2:9][CH2:10][CH:11]([CH2:16][CH2:17][CH2:43][CH:40]([CH2:39][CH2:38][CH2:37][CH:35]([CH3:36])[CH3:34])[CH3:41])[CH3:13])[CH3:1] |f:1.2|. Reported procedure: ELISAs were performed in polyvinyl 96-well microtiter plates (Dynatech, Alexandria, Va.); 200-μl volumes were used for each step. Wells were coated with a cell envelope preparation (10 μg/ml) of nontypable H. influenzae strain 3524 prepared by the method of Johnston, "Immunobiology of Neisseria gonorrhoeae", American Society for Microbiology, 1978, 121-9. Plates were incubated at 37° C. for 1 hour followed by overnight incubation at 4° C. Wells were washed three times with PBS (phosphate buffere... Starting materials: OC1=CC=C(C=C1)CC(=O)O (4-hydroxyphenyl acetic acid), CN1CCOCC1 (4-methylmorpholine), C(C(C)C)OC(=O)Cl.O1CCCC1 (tetrahydrofuran iso-Butylchloroformate), C(C)NCCC (ethylpropylamine), Cl (hydrochloric acid). Solvent: O1CCCC1 (tetrahydrofuran), O1CCCC1 (tetrahydrofuran), C(C)(=O)OCC (ethyl acetate). Conditions: temperature -50 celsius, time 2 hour. The product is C(CC)N(C(CC1=CC=C(C=C1)O)=O)CC (N-propyl-N-ethyl-4-hydroxyphenyl acetamide). The yield is 93.4%. As a reaction SMILES: [OH:1][C:2]1[CH:7]=[CH:6][C:5]([CH2:8][C:9]([OH:11])=O)=[CH:4][CH:3]=1.CN1CCOCC1.C(OC(Cl)=O)C(C)C.O1CCCC1.[CH2:32]([NH:34][CH2:35][CH2:36][CH3:37])[CH3:33].Cl>O1CCCC1.C(OCC)(=O)C>[CH2:35]([N:34]([CH2:32][CH3:33])[C:9](=[O:11])[CH2:8][C:5]1[CH:4]=[CH:3][C:2]([OH:1])=[CH:7][CH:6]=1)[CH2:36][CH3:37] |f:2.3|. Procedure: To a solution of 4-hydroxyphenyl acetic acid (88.43 g, 653 mmol) in 700 mL tetrahydrofuran at -50° C. was added a solution of 4-methylmorpholine (66.1 g, 653 mmol) in 30 mL tetrahydrofuran iso-Butylchloroformate (89.3 g, 653 mmol) was added to the mixture and the resulting solution was stirred at -50° C. for 2 hours. A solution of ethylpropylamine (57 g, 654 mmol) in 30 mL of tetrahydrofuran was added over 15 minutes. After 3 hours, the reaction mixture was poured into a 1:1 mixture of ethyl ace... The reactants are O=C([O-])[O-], Cc1cnc2c(c1)NC=NS2(=O)=O, CC#N, [K+], [K+], O, COS(=O)(=O)c1ccc(C)cc1. The product is Cc1cnc2c(c1)N(C)C=NS2(=O)=O. Reaction SMILES: [C:14](=[O:15])([O-:16])[O-:17].[CH3:1][c:2]1[cH:3][c:4]2[c:9]([n:10][cH:11]1)[S:8](=[O:12])(=[O:13])[N:7]=[CH:6][NH:5]2.[CH3:32][C:33]#[N:34].[K+:18].[K+:19].[OH2:35].[c:20]1([CH3:21])[cH:22][cH:23][c:24]([S:25]([O:26][CH3:27])(=[O:28])=[O:29])[cH:30][cH:31]1>>[CH3:1][c:2]1[cH:3][c:4]2[c:9]([n:10][cH:11]1)[S:8](=[O:12])(=[O:13])[N:7]=[CH:6][N:5]2[CH3:14].